Dataset: the Open Reaction Database (ORD), a public repository of structured organic reaction records. Task: describe an organic reaction: reactants, conditions, products, and yield Starting materials: COC(=O)C=1SC=2C(COC3=C(C2N1)C=C(C=C3)Br)Br (4,9-Dibromo-4,5-dihydro-6-oxa-3-thia-1-aza-benzo[e]azulene-2-carboxylic acid methyl ester), N1CCOCC1 (morpholine). Solvent: CCCCCC (n-Hexane), C1CCOC1 (THF). Conditions: temperature 60 celsius, time 5 hour. Product: COC(=O)C=1SC=2C(COC3=C(C2N1)C=C(C=C3)Br)N3CCOCC3 (9-Bromo-4-morpholin-4-yl-4,5-dihydro-6-oxa-3-thia-1-aza-benzo[e]azulene-2-carboxylic acid methyl ester). Isolated yield 73.9%. RXN SMILES: [CH3:1][O:2][C:3]([C:5]1[S:6][C:7]2[CH:8](Br)[CH2:9][O:10][C:11]3[CH:18]=[CH:17][C:16]([Br:19])=[CH:15][C:12]=3[C:13]=2[N:14]=1)=[O:4].[NH:21]1[CH2:26][CH2:25][O:24][CH2:23][CH2:22]1>C1COCC1.CCCCCC>[CH3:1][O:2][C:3]([C:5]1[S:6][C:7]2[CH:8]([N:21]3[CH2:26][CH2:25][O:24][CH2:23][CH2:22]3)[CH2:9][O:10][C:11]3[CH:18]=[CH:17][C:16]([Br:19])=[CH:15][C:12]=3[C:13]=2[N:14]=1)=[O:4]. Procedure details: To a solution of 4,9-Dibromo-4,5-dihydro-6-oxa-3-thia-1-aza-benzo[e]azulene-2-carboxylic acid methyl ester (400 mg, 0.954 mmol) in THF (6 mL) was added morpholine (416 mg, 4.775 mmol). The reaction mixture was stirred at 60° C. for 5 h. Then the mixture was cooled to room temperature and partitioned between EtOAc and H2O, and the aqueous layer was extracted with EtOAc (2×20 mL). The combined organic layers were washed with brine, dried over Na2SO4, filtered and concentrated in vacuo to afford cr...